Dataset: the Open Reaction Database (ORD), a public repository of structured organic reaction records. Task: describe an organic reaction: reactants, conditions, products, and yield Starting materials: CN, CC(C)(C)Nc1nc(C#N)c(C#N)nc1Cl, C1CCOC1, O. Product: CNc1nc(C#N)c(C#N)nc1NC(C)(C)C. RXN SMILES: [CH3:17][NH2:18].[Cl:1][c:2]1[n:3][c:4]([C:15]#[N:16])[c:5]([C:13]#[N:14])[n:6][c:7]1[NH:8][C:9]([CH3:10])([CH3:11])[CH3:12].[O:20]1[CH2:21][CH2:22][CH2:23][CH2:24]1.[OH2:19]>>[c:2]1([NH:18][CH3:17])[n:3][c:4]([C:15]#[N:16])[c:5]([C:13]#[N:14])[n:6][c:7]1[NH:8][C:9]([CH3:10])([CH3:11])[CH3:12]. Starting materials: C(C)(=O)OCC.CCCCCC (ethyl acetate hexane), three, N1CCCCC1 (piperidine), C(C(C)(C)C)(=O)C1=CN(C2=NC=C(N=C21)NC2=CC=C(C=O)C=C2)COCC[Si](C)(C)C (4-(7-pivaloyl-5-((2-(trimethylsilyl)ethoxy)-methyl)-5H-pyrrolo[2,3-b]pyrazine-2-ylamino)benzaldehyde), N1(N=CN=C1)CC#N (2-(1H-1,2,4-triazol-1-yl)acetonitrile). Solvent: C(C)O (ethanol), C(C)O (ethanol). Product: C(C(C)(C)C)(=O)C1=CN(C2=NC=C(N=C21)NC2=CC=C(C=C2)C=C(C#N)N2N=CN=C2)COCC[Si](C)(C)C (3-(4-(7-pivaloyl-5-((2-(trimethylsilyl)ethoxy)methyl)-5H-pyrrolo[2,3-b]pyrazin-2-ylamino)phenyl)-2-(1H-1,2,4-triazol-1-yl)acrylonitrile). Yield: 43.6%. As a reaction SMILES: [C:1]([C:7]1[C:15]2[C:10](=[N:11][CH:12]=[C:13]([NH:16][C:17]3[CH:24]=[CH:23][C:20]([CH:21]=O)=[CH:19][CH:18]=3)[N:14]=2)[N:9]([CH2:25][O:26][CH2:27][CH2:28][Si:29]([CH3:32])([CH3:31])[CH3:30])[CH:8]=1)(=[O:6])[C:2]([CH3:5])([CH3:4])[CH3:3].[N:33]1([CH2:38][C:39]#[N:40])[CH:37]=[N:36][CH:35]=[N:34]1.N1CCCCC1.C(OCC)(=O)C.CCCCCC>C(O)C>[C:1]([C:7]1[C:15]2[C:10](=[N:11][CH:12]=[C:13]([NH:16][C:17]3[CH:18]=[CH:19][C:20]([CH:21]=[C:38]([N:33]4[CH:37]=[N:36][CH:35]=[N:34]4)[C:39]#[N:40])=[CH:23][CH:24]=3)[N:14]=2)[N:9]([CH2:25][O:26][CH2:27][CH2:28][Si:29]([CH3:32])([CH3:30])[CH3:31])[CH:8]=1)(=[O:6])[C:2]([CH3:3])([CH3:4])[CH3:5] |f:3.4|. Procedure details: To a 50 ml three necked round bottom flask, 4-(7-pivaloyl-5-((2-(trimethylsilyl)ethoxy)-methyl)-5H-pyrrolo[2,3-b]pyrazine-2-ylamino)benzaldehyde (0.1 g, 0.22 mmole) and 2-(1H-1,2,4-triazol-1-yl)acetonitrile (0.0716 g, 0.66 mmole) was taken in ethanol (5 mL). To this reaction mixture, piperidine (0.2 mL) was added drop wise at RT. After completion of the addition, the reaction mass was refluxed for 16 hrs and the completion of the reaction was monitored on TLC using ethyl acetate:hexane (5:5) as ... The reactants are N(=NC(=O)OCC)C(=O)OCC (diethyl azodicarboxylate), ClC=1C=CC2=C(C(=NCC=3N2C(=NN3)CCO)C3=CC=CC=C3)C1 (8-chloro-6-phenyl-1-(2-hydroxyethyl)-4H-s-triazolo[4,3-a][1,4]benzodiazepine), C1(C=2C(C(N1)=O)=CC=CC2)=O (phthalimide), C1(=CC=CC=C1)P(C1=CC=CC=C1)C1=CC=CC=C1 (triphenylphosphine). The solvent is O1CCCC1 (tetrahydrofuran). Run at time 24 hour. Yields the product C(C)OC(C)=O.ClC=1C=CC2=C(C(=NCC=3N2C(=NN3)CCN3C(C=2C(C3=O)=CC=CC2)=O)C2=CC=CC=C2)C1 (8-chloro-1-(2-phthalimidoethyl)-6-phenyl-4H-s-triazolo[4,3-a][1,4]benzodiazepine ethyl acetate). Reaction SMILES: [Cl:1][C:2]1[CH:3]=[CH:4][C:5]2[N:11]3[C:12]([CH2:15][CH2:16][OH:17])=[N:13][N:14]=[C:10]3[CH2:9][N:8]=[C:7]([C:18]3[CH:23]=[CH:22][CH:21]=[CH:20][CH:19]=3)[C:6]=2[CH:24]=1.[C:25]1(=[O:35])[NH:29][C:28](=[O:30])[C:27]2=[CH:31][CH:32]=[CH:33][CH:34]=[C:26]12.C1(P(C2C=CC=CC=2)C2C=CC=CC=2)C=CC=CC=1.N(C(OCC)=O)=NC(OCC)=O>O1CCCC1>[CH2:28]([O:30][C:16](=[O:17])[CH3:15])[CH3:27].[Cl:1][C:2]1[CH:3]=[CH:4][C:5]2[N:11]3[C:12]([CH2:15][CH2:16][N:29]4[C:25](=[O:35])[C:26]5=[CH:34][CH:33]=[CH:32][CH:31]=[C:27]5[C:28]4=[O:30])=[N:13][N:14]=[C:10]3[CH2:9][N:8]=[C:7]([C:18]3[CH:19]=[CH:20][CH:21]=[CH:22][CH:23]=3)[C:6]=2[CH:24]=1 |f:5.6|. Procedure: A stirred mixture of 8-chloro-6-phenyl-1-(2-hydroxyethyl)-4H-s-triazolo[4,3-a][1,4]benzodiazepine (0.677 g., 0.002 mole), phthalimide (0.324 g., 0.0022 mole), triphenylphosphine (0.576 g., 0.0022 mole) and dry tetrahydrofuran (20 ml.), under nitrogen, is treated with diethyl azodicarboxylate (0.383 g., 0.0022 mole) and stirred at ambient temperature (22°-25° C.) for 24 hours. The mixture is concentrated in vacuo and the residue chromatographed on silica gel (50 g.) with 3% methanol-97% chlorofor... The reactants are [Na+], O=C1Cc2cccc(S(=O)(=O)c3ccccc3)c2N1, C1COCCO1, [OH-], O. Product: Nc1c(CC(=O)O)cccc1S(=O)(=O)c1ccccc1. As a reaction SMILES: [Na+:27].[O:1]=[C:2]1[NH:3][c:4]2[c:5]([S:11](=[O:12])(=[O:13])[c:14]3[cH:15][cH:16][cH:17][cH:18][cH:19]3)[cH:6][cH:7][cH:8][c:9]2[CH2:10]1.[O:20]1[CH2:21][CH2:22][O:23][CH2:24][CH2:25]1.[OH-:26].[OH2:28]>>[O:1]=[C:2]([CH2:10][c:9]1[c:4]([NH2:3])[c:5]([S:11](=[O:12])(=[O:13])[c:14]2[cH:15][cH:16][cH:17][cH:18][cH:19]2)[cH:6][cH:7][cH:8]1)[OH:20]. Run at temperature -78 celsius, time 40 minute. Reaction SMILES: [CH2:1]([O:3]CC)C.Br[C:7]1[CH:8]=[CH:9][C:10]([CH2:13][O:14][C:15]2[CH:20]=[CH:19][C:18]([F:21])=[CH:17][CH:16]=2)=[N:11][CH:12]=1.C([Li])CCC.CN(C)C=O>O>[F:21][C:18]1[CH:19]=[CH:20][C:15]([O:14][CH2:13][C:10]2[N:11]=[CH:12][C:7]([CH:1]=[O:3])=[CH:8][CH:9]=2)=[CH:16][CH:17]=1. Product: FC1=CC=C(OCC2=CC=C(C=N2)C=O)C=C1 (6-(4-Fluoro-phenoxymethyl)-pyridine-3-carbaldehyde). Procedure: To a diethyl ether (100 mL) solution of 5-bromo-2-(4-fluoro-phenoxymethyl)-pyridine (4.00 g, 14.2 mmol) described in Manufacturing Example 72-1-1 was added dropwise n-butyl lithium (2.55 M n-hexane solution, 6.13 mL, 15.6 mmol) on a dry ice-ethanol bath (−78° C.) under nitrogen atmosphere, which was stirred for 40 minutes at −78° C. N,N-dimethylformamide (1.32 mL, 17.0 mmol) was then added dropwise and stirred for 5 minutes at −78° C. The reaction solution was cooled to room temperature and wate... Yield: 30.5%. Starting materials: C(C)OCC (diethyl ether), CN(C=O)C (N,N-dimethylformamide), BrC=1C=CC(=NC1)COC1=CC=C(C=C1)F (5-bromo-2-(4-fluoro-phenoxymethyl)-pyridine), C(CCC)[Li] (n-butyl lithium). Solvent: O (water). The reactants are C(C)(=O)OCC (ethyl acetate), Cl.Cl.NC1(CCN(CC1)C1=CC=NC=C1)CN1C(CN(CC1)S(=O)(=O)C1=CC2=CC=C(C=C2C=C1)Cl)=O (1-[4-amino-1-(4-pyridyl)-4-piperidylmethyl]-4-(6-chloronaphthalene-2-sulfonyl)-2-piperazinone dihydrochloride), C(CC)OC(=O)OC1=CC=C(C=C1)[N+](=O)[O-] (O-propoxycarbonyl-4-nitrophenol), C(C)N(C(C)C)C(C)C (N-ethyldiisopropylamine). Run in CN(C)C=O (DMF). The product is ClC=1C=C2C=CC(=CC2=CC1)S(=O)(=O)N1CC(N(CC1)CC1(CCN(CC1)C1=CC=NC=C1)NC(=O)OCCC)=O (4-(6-Chloronaphthalene-2-sulfonyl)-1-[4-propoxycarbonylamino-1-(4-pyridyl)-4-piperidylmethyl]-2-piperazinone). Isolated yield 47.4%. RXN SMILES: Cl.Cl.[NH2:3][C:4]1([CH2:16][N:17]2[CH2:22][CH2:21][N:20]([S:23]([C:26]3[CH:35]=[CH:34][C:33]4[C:28](=[CH:29][CH:30]=[C:31]([Cl:36])[CH:32]=4)[CH:27]=3)(=[O:25])=[O:24])[CH2:19][C:18]2=[O:37])[CH2:9][CH2:8][N:7]([C:10]2[CH:15]=[CH:14][N:13]=[CH:12][CH:11]=2)[CH2:6][CH2:5]1.[CH2:38]([O:41][C:42](OC1C=CC([N+]([O-])=O)=CC=1)=[O:43])[CH2:39][CH3:40].C(N(C(C)C)C(C)C)C.C(OCC)(=O)C>CN(C=O)C>[Cl:36][C:31]1[CH:32]=[C:33]2[C:28](=[CH:29][CH:30]=1)[CH:27]=[C:26]([S:23]([N:20]1[CH2:21][CH2:22][N:17]([CH2:16][C:4]3([NH:3][C:42]([O:41][CH2:38][CH2:39][CH3:40])=[O:43])[CH2:9][CH2:8][N:7]([C:10]4[CH:11]=[CH:12][N:13]=[CH:14][CH:15]=4)[CH2:6][CH2:5]3)[C:18](=[O:37])[CH2:19]1)(=[O:24])=[O:25])[CH:35]=[CH:34]2 |f:0.1.2|. Reported procedure: A solution of 1-[4-amino-1-(4-pyridyl)-4-piperidylmethyl]-4-(6-chloronaphthalene-2-sulfonyl)-2-piperazinone dihydrochloride (235 mg), O-propoxycarbonyl-4-nitrophenol (270 mg) and N-ethyldiisopropylamine (0.348 ml) in DMF (5 ml) was stirred at 80° C. overnight. To the reaction solution was added ethyl acetate, the mixture was washed successively with a 10% aqueous sodium carbonate solution, an aqueous saturated sodium bicarbonate solution and an aqueous saturated sodium chloride solution, dried, ...